From a dataset of the Open Reaction Database (ORD), a public repository of structured organic reaction records. describe an organic reaction: reactants, conditions, products, and yield Reactants: Cl.BrC=1C=CC2=C(CN(CCN2CC=2N=CNC2)C(=O)C2=CC=CC3=CC=CC=C23)C1 (7-Bromo-2,3,4,5-tetrahydro-1-(1H-imidazol-4-ylmethyl)-4-(1-naphthalenylcarbonyl)-1H-1,4-benzodiazepine, hydrochloride), CO (MeOH), Compound F, Compound D. Product: Cl.Cl.OCC1=CC2=C(CN(CCN2CC=2N=CNC2)C(=O)C2=CC=CC3=CC=CC=C23)C=C1 (2,3,4,5-Tetrahydro-8-(hydroxymethyl)-1-(1H-imidazol-4-ylmethyl)-4-(1-naphthalenylcarbonyl)-1H-1,4-benzodiazepine, dihydrochloride). As a reaction SMILES: [ClH:1].Br[C:3]1[CH:4]=[CH:5][C:6]2[N:12]([CH2:13][C:14]3[N:15]=[CH:16][NH:17][CH:18]=3)[CH2:11][CH2:10][N:9]([C:19]([C:21]3[C:30]4[C:25](=[CH:26][CH:27]=[CH:28][CH:29]=4)[CH:24]=[CH:23][CH:22]=3)=[O:20])[CH2:8][C:7]=2[CH:31]=1.[CH3:32][OH:33]>>[ClH:1].[ClH:1].[OH:33][CH2:32][C:4]1[CH:3]=[CH:31][C:7]2[CH2:8][N:9]([C:19]([C:21]3[C:30]4[C:25](=[CH:26][CH:27]=[CH:28][CH:29]=4)[CH:24]=[CH:23][CH:22]=3)=[O:20])[CH2:10][CH2:11][N:12]([CH2:13][C:14]3[N:15]=[CH:16][NH:17][CH:18]=3)[C:6]=2[CH:5]=1 |f:0.1,3.4.5|. Procedure details: Example 274 was prepared as an off white solid from Compound B as described for Compound F of Example 41, with chromatography using 5% MeOH/0.5% NH4OH/methylene chloride, and Compound D of Example 1, with purification by prep HPLC before formation of the HCl salt. MS (M+H) 413. Product: CC(C)Cn1cnc2c(N)nc3ccccc3c21. The reactants are CS(C)=O, CC(C)Cn1cnc2c(Cl)nc3ccccc3c21, NC(N)=O, [Na+], [OH-], O. RXN SMILES: [CH3:23][S:24]([CH3:25])=[O:26].[Cl:1][c:2]1[n:3][c:4]2[cH:5][cH:6][cH:7][cH:8][c:9]2[c:10]2[c:11]1[n:12][cH:13][n:14]2[CH2:15][CH:16]([CH3:17])[CH3:18].[NH2:19][C:20](=[O:21])[NH2:22].[Na+:28].[OH-:27].[OH2:29]>>[c:2]1([NH2:19])[n:3][c:4]2[cH:5][cH:6][cH:7][cH:8][c:9]2[c:10]2[c:11]1[n:12][cH:13][n:14]2[CH2:15][CH:16]([CH3:17])[CH3:18]. The reactants are C(=O)(OC)C1=C(C=CC=C1)S(=O)(=O)N=C=O (2-carbomethoxybenzenesulfonyl isocyanate), NC1=NC(=NC(=N1)OC)OC(F)(F)F (2-amino-4-methoxy-6-trifluoromethoxy-1,3,5-triazine). Run in ClCCCl (1,2-dichloroethane), ClCCCl (1,2-dichloroethane). Conditions: temperature 22 celsius, time 12 hour. Product: COC1=NC(=NC(=N1)OC(F)(F)F)NC(=O)NS(=O)(=O)C1=C(C(=O)OC)C=CC=C1 (Methyl 2-(4-methoxy-6-trifluoromethoxy-1,3,5-triazin-2-ylaminocarbonylaminosulfonyl)benzoate). RXN SMILES: [C:1]([C:5]1[CH:10]=[CH:9][CH:8]=[CH:7][C:6]=1[S:11]([N:14]=[C:15]=[O:16])(=[O:13])=[O:12])([O:3][CH3:4])=[O:2].[NH2:17][C:18]1[N:23]=[C:22]([O:24][CH3:25])[N:21]=[C:20]([O:26][C:27]([F:30])([F:29])[F:28])[N:19]=1>ClCCCl>[CH3:25][O:24][C:22]1[N:21]=[C:20]([O:26][C:27]([F:30])([F:28])[F:29])[N:19]=[C:18]([NH:17][C:15]([NH:14][S:11]([C:6]2[CH:7]=[CH:8][CH:9]=[CH:10][C:5]=2[C:1]([O:3][CH3:4])=[O:2])(=[O:12])=[O:13])=[O:16])[N:23]=1. Procedure: 3.6 g (0.015 mol) of 2-carbomethoxybenzenesulfonyl isocyanate in 4 ml of 1,2-dichloroethane were added over the course of 5 minutes to a stirred mixture of 3.15 g (0.015 mol) of 2-amino-4-methoxy-6-trifluoromethoxy-1,3,5-triazine and 150 ml of 1,2-dichloroethane at 22° C., and the mixture was stirred at 22° C. for 12 hours. It was then concentrated under reduced pressure and crystallized using 1:1 methyl tert-butyl ether/petroleum ether, and the product was filtered off with suction and washed w...